From a dataset of the Open Reaction Database (ORD), a public repository of structured organic reaction records. describe an organic reaction: reactants, conditions, products, and yield The product is CC(NS(=O)(=O)C1CC1)C(Oc1cc2cnn(-c3ccc(F)cc3)c2cc1Cl)c1ccc(F)cc1. RXN SMILES: [CH:30]1([S:33](=[O:34])(=[O:35])[Cl:36])[CH2:31][CH2:32]1.[Cl:1][c:2]1[c:3]([O:18][CH:19]([CH:20]([CH3:21])[NH2:22])[c:23]2[cH:24][cH:25][c:26]([F:29])[cH:27][cH:28]2)[cH:4][c:5]2[cH:6][n:7][n:8](-[c:11]3[cH:12][cH:13][c:14]([F:17])[cH:15][cH:16]3)[c:9]2[cH:10]1>>[Cl:1][c:2]1[c:3]([O:18][CH:19]([CH:20]([CH3:21])[NH:22][S:33]([CH:30]2[CH2:31][CH2:32]2)(=[O:34])=[O:35])[c:23]2[cH:24][cH:25][c:26]([F:29])[cH:27][cH:28]2)[cH:4][c:5]2[cH:6][n:7][n:8](-[c:11]3[cH:12][cH:13][c:14]([F:17])[cH:15][cH:16]3)[c:9]2[cH:10]1. Starting materials: O=S(=O)(Cl)C1CC1, CC(N)C(Oc1cc2cnn(-c3ccc(F)cc3)c2cc1Cl)c1ccc(F)cc1. Reactants: [Si](C)(C)(C(C)(C)C)O[C@@H]1C[C@H](N(C1)C(=O)OCC1=CC=C(C=C1)[N+](=O)[O-])C=1N(CCN1)C(=O)OCC1=CC=C(C=C1)[N+](=O)[O-] ((2S, 4R)-4-t-butyldimethylsilyloxy-1-(4-nitrobenzyloxycarbonyl)-2-[1-(4-nitrobenzyloxycarbonyl) -2-imidazolin-2-yl]pyrrolidine), Cl (hydrochloric acid), C([O-])(O)=O.[Na+] (sodium bicarbonate). Run in CO (methanol). Reaction conditions: time 20 hour. The product is O[C@@H]1C[C@H](N(C1)C(=O)OCC1=CC=C(C=C1)[N+](=O)[O-])C=1N(CCN1)C(=O)OCC1=CC=C(C=C1)[N+](=O)[O-] ((2S,4R)-4- hydroxy-1-(4-nitrobenzyloxycarbonyl)-2-[1-(4-nitrobenzyloxycarbonyl) -2-imidazolin-2-yl]pyrrolidine). Isolated yield 57.6%. RXN SMILES: [Si]([O:8][C@H:9]1[CH2:13][N:12]([C:14]([O:16][CH2:17][C:18]2[CH:23]=[CH:22][C:21]([N+:24]([O-:26])=[O:25])=[CH:20][CH:19]=2)=[O:15])[C@H:11]([C:27]2[N:28]([C:32]([O:34][CH2:35][C:36]3[CH:41]=[CH:40][C:39]([N+:42]([O-:44])=[O:43])=[CH:38][CH:37]=3)=[O:33])[CH2:29][CH2:30][N:31]=2)[CH2:10]1)(C(C)(C)C)(C)C.Cl.C(=O)(O)[O-].[Na+]>CO>[OH:8][C@H:9]1[CH2:13][N:12]([C:14]([O:16][CH2:17][C:18]2[CH:19]=[CH:20][C:21]([N+:24]([O-:26])=[O:25])=[CH:22][CH:23]=2)=[O:15])[C@H:11]([C:27]2[N:28]([C:32]([O:34][CH2:35][C:36]3[CH:37]=[CH:38][C:39]([N+:42]([O-:44])=[O:43])=[CH:40][CH:41]=3)=[O:33])[CH2:29][CH2:30][N:31]=2)[CH2:10]1 |f:2.3|. Procedure: To a solution of (2S, 4R)-4-t-butyldimethylsilyloxy-1-(4-nitrobenzyloxycarbonyl)-2-[1-(4-nitrobenzyloxycarbonyl) -2-imidazolin-2-yl]pyrrolidine (1.4 g) in methanol was added conc. hydrochloric acid (0.4 ml). After stirring at ambient temperature for 20 hours, saturated aqueous sodium bicarbonate (3 ml) was added thereto. The mixture was evaporated, extracted with ethyl acetate, and washed with water and brine successively. The dried organic layer was evaporated, the obtained oil was subjected to... Reaction conditions: temperature 60 celsius, time 8 hour. Solvent: C1(=CC=CC=C1)C (toluene), C=CC=C (butadiene), C1(=CC=CC=C1)C (toluene), C=CC=C (butadiene), hexanes. RXN SMILES: [CH3:1][O:2][C:3]1[C:4](=[O:10])[CH:5]=[CH:6][C:7](=[O:9])[CH:8]=1.[C:11]1([CH:18]=CC(O)=[CH:14][CH:13]=1)O.CCOCC>C1(C)C=CC=CC=1.C=CC=C>[CH3:1][O:2][C:3]1[C:4](=[O:10])[CH:5]2[CH:6]([C:7](=[O:9])[CH:8]=1)[CH2:14][CH:13]=[CH:11][CH2:18]2. Starting materials: COC=1C(C=CC(C1)=O)=O (2-Methoxy-1,4-benzoquinone), C1(O)=CC=C(O)C=C1 (hydroquinone), CCOCC (ether). Yields the product COC=1C(C2CC=CCC2C(C1)=O)=O (2-Methoxy-4a,5,8,8a-tetrahydronaphthalene-1,4-dione). Procedure: A suspension of 2-methoxybenzoquinone (17, 750 mg, 5.43 mmol, TCI, used as received), hydroquinone (38 mg, Matheson, used as received) in toluene (7.5 mL) and butadiene (54, 7.5 mL, Matheson, used as received; Note: condensed butadiene into the toluene with ice bath cooling) contained in a screw top, sealed robe (Ace) was stirred overnight in a 60° C. oil bath. The resulting solution was allowed to cool to rt, then was further cooled in an ice bath. A precipitate formed. The sealed tube was open... The reactants are C(=C)[Mg]Br (vinylmagnesium bromide), BrC1=NC=C(C=C1)C(F)(F)F (2-bromo-5-trifluoromethylpyridine). The reagents and catalysts are [Br-].[Zn+2].[Br-] (zinc bromide), C=1C=CC(=CC1)[P](C=2C=CC=CC2)(C=3C=CC=CC3)[Pd]([P](C=4C=CC=CC4)(C=5C=CC=CC5)C=6C=CC=CC6)([P](C=7C=CC=CC7)(C=8C=CC=CC8)C=9C=CC=CC9)[P](C=1C=CC=CC1)(C=1C=CC=CC1)C=1C=CC=CC1 (tetrakis(triphenylphosphine)palladium(0)). Solvent: [Cl-].[NH4+] (ammonium chloride), C1CCOC1 (THF), C1CCOC1 (THF). Conditions: time 1 hour. The product is C(=C)C1=NC=C(C=C1)C(F)(F)F (2-Vinyl-5-trifluoromethylpyridine). As a reaction SMILES: [CH:1]([Mg]Br)=[CH2:2].Br[C:6]1[CH:11]=[CH:10][C:9]([C:12]([F:15])([F:14])[F:13])=[CH:8][N:7]=1>C1COCC1.[Cl-].[NH4+].[Br-].[Zn+2].[Br-].C1C=CC([P]([Pd]([P](C2C=CC=CC=2)(C2C=CC=CC=2)C2C=CC=CC=2)([P](C2C=CC=CC=2)(C2C=CC=CC=2)C2C=CC=CC=2)[P](C2C=CC=CC=2)(C2C=CC=CC=2)C2C=CC=CC=2)(C2C=CC=CC=2)C2C=CC=CC=2)=CC=1>[CH:1]([C:6]1[CH:11]=[CH:10][C:9]([C:12]([F:15])([F:14])[F:13])=[CH:8][N:7]=1)=[CH2:2] |f:3.4,5.6.7,^1:29,31,50,69|. Procedure: To a solution of vinylmagnesium bromide in THF (1M, 7.38 mL, 7.38 mmol) in THF (29 mL) was added anhydrous zinc bromide (1.66 g, 7.38 mmol) at −78° C. After one hour at this temperature, the mixture was warmed to room temperature. After one hour, tetrakis(triphenylphosphine)palladium(0) (147 mg) and 2-bromo-5-trifluoromethylpyridine (1 g, 4.42 mmol) were added and the mixture heated at 50° C. for 5.25 hours. The mixture was diluted with ammonium chloride solution (10%, 29 mL) and extracted with ... Reactants: CNC1=CC=C(C=C1)C(=O)N1C2CC(CC(C1)(C2)C)(C)C ((4-methylamino-phenyl)-(1,3,3-trimethyl-6-aza-bicyclo[3.2.1]oct-6-yl)-methanone), TEA, CS(=O)(=O)Cl (methansulfonyl chloride). The solvent is C(Cl)Cl (DCM). Reaction conditions: time 4 hour. The product is CN(S(=O)(=O)C)C1=CC=C(C=C1)C(=O)N1C2CC(CC(C1)(C2)C)(C)C (N-Methyl-N-[4-(1,3,3-trimethyl-6-aza-bicyclo[3.2.1]octane-6-carbonyl)-phenyl]-methane-sulfonamide). Isolated yield 50.6%. As a reaction SMILES: [CH3:1][NH:2][C:3]1[CH:8]=[CH:7][C:6]([C:9]([N:11]2[CH2:17][C:16]3([CH3:19])[CH2:18][CH:12]2[CH2:13][C:14]([CH3:21])([CH3:20])[CH2:15]3)=[O:10])=[CH:5][CH:4]=1.[CH3:22][S:23](Cl)(=[O:25])=[O:24]>C(Cl)Cl>[CH3:1][N:2]([C:3]1[CH:8]=[CH:7][C:6]([C:9]([N:11]2[CH2:17][C:16]3([CH3:19])[CH2:18][CH:12]2[CH2:13][C:14]([CH3:21])([CH3:20])[CH2:15]3)=[O:10])=[CH:5][CH:4]=1)[S:23]([CH3:22])(=[O:25])=[O:24]. Procedure details: To a mixture of (4-methylamino-phenyl)-(1,3,3-trimethyl-6-aza-bicyclo[3.2.1]oct-6-yl)-methanone (0.7 g, 2.44 mmol), DCM (40 ml) and TEA (0.7 ml, 4.89 mmol) was added methansulfonyl chloride (285 μl, 3.67 mmol). The resulting mixture was stirred for 4 hrs. at room temperature followed by evaporation of the volatiles in vacuo. The residue was dissolved in diethyl ether (10 ml), washed with water (2×10 ml) evaporated and the residue purified by column chromatography (silica gel) using a mixture of ...